The task is: describe an organic reaction: reactants, conditions, products, and yield. This data is from the Open Reaction Database (ORD), a public repository of structured organic reaction records. Reactants: BrC1=C(C=CC2=CC(=CC=C12)C=1OC2=C(C1CCC1CCCC1)C=CC=C2)OCC(=O)OCC (ethyl 2-({1-bromo-6-[3-(2-cyclopentylethyl)-1-benzofuran-2-yl]-2-naphthyl}oxy)acetate), [OH-].[K+] (potassium hydroxide). Run in O (water), C1CCOC1 (THF). Product: BrC1=C(C=CC2=CC(=CC=C12)C=1OC2=C(C1CCC1CCCC1)C=CC=C2)OCC(=O)O (2-({1-bromo-6-[3-(2-cyclopentylethyl)-1-benzofuran-2-yl]-2-naphthyl}oxy)acetic acid). The yield is 47.4%. As a reaction SMILES: [Br:1][C:2]1[C:11]2[C:6](=[CH:7][C:8]([C:12]3[O:13][C:14]4[CH:27]=[CH:26][CH:25]=[CH:24][C:15]=4[C:16]=3[CH2:17][CH2:18][CH:19]3[CH2:23][CH2:22][CH2:21][CH2:20]3)=[CH:9][CH:10]=2)[CH:5]=[CH:4][C:3]=1[O:28][CH2:29][C:30]([O:32]CC)=[O:31].[OH-].[K+]>C1COCC1.O>[Br:1][C:2]1[C:11]2[C:6](=[CH:7][C:8]([C:12]3[O:13][C:14]4[CH:27]=[CH:26][CH:25]=[CH:24][C:15]=4[C:16]=3[CH2:17][CH2:18][CH:19]3[CH2:20][CH2:21][CH2:22][CH2:23]3)=[CH:9][CH:10]=2)[CH:5]=[CH:4][C:3]=1[O:28][CH2:29][C:30]([OH:32])=[O:31] |f:1.2|. Reported procedure: Following the procedure described in Step 4 of Example 6, ethyl 2-({1-bromo-6-[3-(2-cyclopentylethyl)-1-benzofuran-2-yl]-2-naphthyl}oxy)acetate (0.180 g, 0.345 mmol) was hydrolyzed with potassium hydroxide (0.077 g, 1.4 mmol) in THF (5 mL) and water (5 mL). Crystallization from acetonitrile and drying for 12 hours at 80° C. yielded 2-({1-bromo-6-[3-(2-cyclopentylethyl)-1-benzofuran-2-yl]-2-naphthyl}oxy)acetic acid as a cream-colored solid (0.0807 g), mp 155-156° C. Mass spectrum (−ESI, [M−H]−) m...